Dataset: the Open Reaction Database (ORD), a public repository of structured organic reaction records. Task: describe an organic reaction: reactants, conditions, products, and yield Starting materials: Cl.NN1C(NN=C(C1)C)=O (4-amino-6-methyl-3-oxo-2,3,4,5-tetrahydro-1,2,4-triazine hydrochloride), [OH-].[Na+] (NaOH), solution, N1=CC(=CC=C1)C=O (3-pyridinaldehyde). Solvent: CO (methanol), O (water). Reaction conditions: temperature 5 celsius, time 2 hour. Product: CC=1CN(C(NN1)=O)N=CC=1C=NC=CC1 (6-methyl-4-(pyridin-3-ylmethyleneamino)-4,5-dihydro-1,2,4-triazin-3(2H)-one). RXN SMILES: Cl.[NH2:2][N:3]1[CH2:8][C:7]([CH3:9])=[N:6][NH:5][C:4]1=[O:10].[OH-].[Na+].[N:13]1[CH:18]=[CH:17][CH:16]=[C:15]([CH:19]=O)[CH:14]=1>CO.O>[CH3:9][C:7]1[CH2:8][N:3]([N:2]=[CH:19][C:15]2[CH:14]=[N:13][CH:18]=[CH:17][CH:16]=2)[C:4](=[O:10])[NH:5][N:6]=1 |f:0.1,2.3|. Procedure details: To a suspension of 164 g of 4-amino-6-methyl-3-oxo-2,3,4,5-tetrahydro-1,2,4-triazine hydrochloride in 500 ml methanol a 50% NaOH solution is added until a pH of 6 is reached. Now 486 g of a solution containing 22% 3-pyridinaldehyde in water is added maintaining a temperature below 70° C. After the addition is completed the reaction mixture is kept at 65° C. for two hours. Then the suspension is cooled to about 5° C., filtered and dried to yield the title compound.